From a dataset of the Open Reaction Database (ORD), a public repository of structured organic reaction records. describe an organic reaction: reactants, conditions, products, and yield The reactants are CO, CS(C)=O, Cc1c(Cl)cccc1[N+](=O)[O-]. Yields the product O=[N+]([O-])c1cccc(Cl)c1CCO. Reaction SMILES: [CH3:12][OH:13].[CH3:14][S:15]([CH3:16])=[O:17].[Cl:1][c:2]1[c:3]([CH3:11])[c:4]([N+:8](=[O:9])[O-:10])[cH:5][cH:6][cH:7]1>>[Cl:1][c:2]1[c:3]([CH2:11][CH2:12][OH:13])[c:4]([N+:8](=[O:9])[O-:10])[cH:5][cH:6][cH:7]1. Reactants: COC(=O)c1ccc(Br)cc1C, O=C([O-])[O-], C1COCCO1, Cc1ccccc1, CCOC(C)=O, ClCCl, O=[N+]([O-])c1ccc(B(O)O)cc1, [Na+], [Na+], O. Product: COC(=O)c1ccc(-c2ccc([N+](=O)[O-])cc2)cc1C. RXN SMILES: [Br:1][c:2]1[cH:3][c:4]([CH3:12])[c:5]([C:6](=[O:7])[O:8][CH3:9])[cH:10][cH:11]1.[C:25](=[O:26])([O-:27])[O-:28].[CH2:48]1[O:49][CH2:50][CH2:51][O:52][CH2:53]1.[CH3:34][c:35]1[cH:36][cH:37][cH:38][cH:39][cH:40]1.[CH3:41][CH2:42][O:43][C:44]([CH3:45])=[O:46].[Cl:31][CH2:32][Cl:33].[N+:13](=[O:14])([O-:15])[c:16]1[cH:17][cH:18][c:19]([B:22]([OH:23])[OH:24])[cH:20][cH:21]1.[Na+:29].[Na+:30].[OH2:47]>>[c:2]1(-[c:19]2[cH:18][cH:17][c:16]([N+:13](=[O:14])[O-:15])[cH:21][cH:20]2)[cH:3][c:4]([CH3:12])[c:5]([C:6](=[O:7])[O:8][CH3:9])[cH:10][cH:11]1.